Dataset: the Open Reaction Database (ORD), a public repository of structured organic reaction records. Task: describe an organic reaction: reactants, conditions, products, and yield Reactants: C1C(CCC2=CC=CC=C12)CC(=O)O (1,2,3,4-tetrahydronaphthalen-2-ylacetic acid), CCN=C=NCCCN(C)C.Cl (WSC.HCl), C(C)OC([C@H]1NCSC1)=O (L-thioproline ethyl ester). Solvent: C(Cl)Cl (methylene chloride), C(Cl)Cl (methylene chloride). Reaction conditions: time 5 minute. Product: C(C)OC([C@H]1NCSC1C(CC1CC2=CC=CC=C2CC1)=O)=O (3-(1,2,3,4-tetrahydronaphthalen-2-ylacetyl)-L-thioproline ethyl ester). Yield: 68.5%. As a reaction SMILES: [CH2:1]1[C:10]2[C:5](=[CH:6][CH:7]=[CH:8][CH:9]=2)[CH2:4][CH2:3][CH:2]1[CH2:11][C:12]([OH:14])=O.CCN=C=NCCCN(C)C.Cl.[CH2:27]([O:29][C:30](=[O:36])[C@@H:31]1[CH2:35][S:34][CH2:33][NH:32]1)[CH3:28]>C(Cl)Cl>[CH2:27]([O:29][C:30](=[O:36])[C@@H:31]1[CH:35]([C:12](=[O:14])[CH2:11][CH:2]2[CH2:3][CH2:4][C:5]3[C:10](=[CH:9][CH:8]=[CH:7][CH:6]=3)[CH2:1]2)[S:34][CH2:33][NH:32]1)[CH3:28] |f:1.2|. Procedure details: To a mixture of 2.85 g of 1,2,3,4-tetrahydronaphthalen-2-ylacetic acid and 13.45 g of WSC.HCl was added 45 ml of methylene chloride under ice-cooling. The mixture was stirred for 5 minutes at room temperature. To this was added a solution of 2.4 g of L-thioproline ethyl ester in 7 ml of methylene chloride at room temperature, and the mixture was stirred for a further 18 hours at the same temperature. The reaction mixture was washed with water, diluted hydrochloric acid, and saturated sodium hydr...